The task is: describe an organic reaction: reactants, conditions, products, and yield. This data is from the Open Reaction Database (ORD), a public repository of structured organic reaction records. As a reaction SMILES: [Br:1][c:2]1[cH:3][cH:4][c:5]([NH:8][C:9]([c:10]2[c:11]([N+:17]([O-:18])=[O:19])[cH:12][cH:13][c:14]([Cl:16])[cH:15]2)=[O:20])[cH:6][cH:7]1.[CH3:21][OH:22]>>[Br:1][c:2]1[cH:3][cH:4][c:5]([NH:8][C:9]([c:10]2[c:11]([NH2:17])[cH:12][cH:13][c:14]([Cl:16])[cH:15]2)=[O:20])[cH:6][cH:7]1. Product: Nc1ccc(Cl)cc1C(=O)Nc1ccc(Br)cc1. Starting materials: O=C(Nc1ccc(Br)cc1)c1cc(Cl)ccc1[N+](=O)[O-], CO. The reactants are ClC1=CC=C(C=C1)O (4-chlorophenol), C=O (formaldehyde), aqueous solution, N1CCCCC1 (piperidine). Run in C(C)O (ethanol). Product: ClC1=CC(=C(C=C1)O)CN1CCCCC1 (4-chloro-2-(piperidinomethyl)phenol). As a reaction SMILES: [Cl:1][C:2]1[CH:7]=[CH:6][C:5]([OH:8])=[CH:4][CH:3]=1.[CH2:9]=O.[NH:11]1[CH2:16][CH2:15][CH2:14][CH2:13][CH2:12]1>C(O)C>[Cl:1][C:2]1[CH:7]=[CH:6][C:5]([OH:8])=[C:4]([CH2:9][N:11]2[CH2:16][CH2:15][CH2:14][CH2:13][CH2:12]2)[CH:3]=1. Reported procedure: A mixture of 4-chlorophenol (12.86 g), absolute ethanol (30 ml), formaldehyde (7.49 ml of a 37% aqueous solution) and piperidine (10.88 ml) was boiled under reflux for 4 hours. The mixture was evaporated to dryness and toluene (50 ml) was added. The mixture was evaporated to dryness and the residue was dissolved in 2M hydrochloric acid, washed with ethyl acetate, basified with concentrated sodium hydroxide solution and then extracted with dichloromethane to give 4-chloro-2-(piperidinomethyl)phen... Reactants: N,N'-Carbonyldiimidazole, FC1=CC=C2C(=N1)NN=C2C(=O)OC(C)(C)C (t-Butyl 6-fluoro-1H-pyrazolo[3,4-b]pyridine-3-carboxylate), C(C)(=O)[O-].[NH4+] (Ammonium acetate). Solvent: FC(C(=O)O)(F)F (trifluoroacetic acid). Conditions: time 2 hour. Product: FC1=CC=C2C(=N1)NN=C2C(=O)N (6-Fluoropyrazolo[3,4-b]pyridine-3-carboxamide). Yield: 89.1%. As a reaction SMILES: [F:1][C:2]1[N:7]=[C:6]2[NH:8][N:9]=[C:10]([C:11]([O:13]C(C)(C)C)=O)[C:5]2=[CH:4][CH:3]=1.C([O-])(=O)C.[NH4+:22]>FC(F)(F)C(O)=O>[F:1][C:2]1[N:7]=[C:6]2[NH:8][N:9]=[C:10]([C:11]([NH2:22])=[O:13])[C:5]2=[CH:4][CH:3]=1 |f:1.2|. Reported procedure: t-Butyl 6-fluoro-1H-pyrazolo[3,4-b]pyridine-3-carboxylate (8.90 g, 37.5 mmole) was dissolved in 30 mL of trifluoroacetic acid and allowed to stand undisturbed for 2 hours. The solvent was then evaporated and the residue was dissolved in 30 mL of DMF. N,N'-Carbonyldiimidazole (7.0 g, 43.2 mmol) was added and the reaction mixture was stirred overnight. Ammonium acetate (8.7 g, 113 mmol) was then added to the resulting suspendion and stirring was continued for 4 hours. The solvent was evaporated un...